Dataset: the Open Reaction Database (ORD), a public repository of structured organic reaction records. Task: describe an organic reaction: reactants, conditions, products, and yield The reactants are C1(=CC=CC=C1)CCC1=CSC2=C1C=CC(=C2CC=C)O (3-(2-Phenylethyl)-6-hydroxy-7-allyl-benzothiophene). The reagents and catalysts are [Pd] (Pd/C). Run in C(C)(C)(C)OC (methyl tert-butyl ether). Conditions: time 1 hour. The product is C1(=CC=CC=C1)CCC1=CSC2=C1C=CC(=C2CCC)O (3-(2-Phenylethyl)-6-hydroxy-7-propylbenzothiophene). As a reaction SMILES: [C:1]1([CH2:7][CH2:8][C:9]2[C:13]3[CH:14]=[CH:15][C:16]([OH:21])=[C:17]([CH2:18][CH:19]=[CH2:20])[C:12]=3[S:11][CH:10]=2)[CH:6]=[CH:5][CH:4]=[CH:3][CH:2]=1>C(OC)(C)(C)C.[Pd]>[C:1]1([CH2:7][CH2:8][C:9]2[C:13]3[CH:14]=[CH:15][C:16]([OH:21])=[C:17]([CH2:18][CH2:19][CH3:20])[C:12]=3[S:11][CH:10]=2)[CH:2]=[CH:3][CH:4]=[CH:5][CH:6]=1. Reported procedure: The product from Step G (3.062 grams) was dissolved in methyl tert-butyl ether (60 mL) and placed in a hydrogenation bottle. 5% Pd/C catalyst (306 mg) was added and the mixture hydrogenated for 1 hour using a Parr apparatus (14 psi). Filtration through Celite and evaporation gave the title compound as a yellow oil. On standing, a pale yellow solid was produced which required no additional purification. Starting materials: C1(CC1)C=C(F)C1=CC(=CC=C1)C#CC1=CC=C(C=C1)OC(F)F (1-(2-cyclopropyl-1-fluorovinyl)-3-{[4-(difluoromethoxy)phenyl]ethynyl}benzene), CS(=O)C (DMSO), O (water). Reagents/catalysts: CC#N.CC#N.Cl[Pd]Cl (bis(acetonitrile)dichloropalladium). Conditions: temperature 145 celsius, time 8 hour. The product is C1(CC1)C=C(F)C=1C=C(C=CC1)C(C(=O)C1=CC=C(C=C1)OC(F)F)=O (1-[3-(2-cyclopropyl-1-fluorovinyl)phenyl]-2-[4-(difluoromethoxy)phenyl]ethane-1,2-dione). RXN SMILES: [CH:1]1([CH:4]=[C:5]([C:7]2[CH:12]=[CH:11][CH:10]=[C:9]([C:13]#[C:14][C:15]3[CH:20]=[CH:19][C:18]([O:21][CH:22]([F:24])[F:23])=[CH:17][CH:16]=3)[CH:8]=2)[F:6])[CH2:3][CH2:2]1.CS(C)=[O:27].[OH2:29]>CC#N.CC#N.Cl[Pd]Cl>[CH:1]1([CH:4]=[C:5]([C:7]2[CH:8]=[C:9]([C:13](=[O:27])[C:14]([C:15]3[CH:20]=[CH:19][C:18]([O:21][CH:22]([F:24])[F:23])=[CH:17][CH:16]=3)=[O:29])[CH:10]=[CH:11][CH:12]=2)[F:6])[CH2:3][CH2:2]1 |f:3.4.5|. Reported procedure: A mixture of 1-(2-cyclopropyl-1-fluorovinyl)-3-{[4-(difluoromethoxy)phenyl]ethynyl}benzene (0.1 g, 0.3 mmol) and DMSO (1 mL) was degassed with argon for 5 minutes. Then, bis(acetonitrile)dichloropalladium (II) (7.8 mg, 0.03 mmol) was added and the mixture was stirred at 145° C. for 8 hours. Then, the mixture was poured into water and extracted with EtOAc. The organic extracts were dried over MgSO4. Evaporation and purification by ICSO (hexane/EtOAc 4/1) gave 1-[3-(2-cyclopropyl-1-fluorovinyl)phe... The reactants are FC1CN(CCC1C1=CNC2=CC=C(C=C12)[N+](=O)[O-])C (3-(3-Fluoro-1-methylpiperidin-4-yl)-5-nitro-1H-indole), O.NN (hydrazine hydrate). Reagents/catalysts: [Ni] (Ra—Ni). Solvent: CO (methanol). The product is FC1CN(CCC1C1=CNC2=CC=C(C=C12)N)C (3-(3-Fluoro-1-methylpiperidin-4-yl)-1H-indol-5-amine). Yield: 99.8%. RXN SMILES: [F:1][CH:2]1[CH:7]([C:8]2[C:16]3[C:11](=[CH:12][CH:13]=[C:14]([N+:17]([O-])=O)[CH:15]=3)[NH:10][CH:9]=2)[CH2:6][CH2:5][N:4]([CH3:20])[CH2:3]1.O.NN>CO.[Ni]>[F:1][CH:2]1[CH:7]([C:8]2[C:16]3[C:11](=[CH:12][CH:13]=[C:14]([NH2:17])[CH:15]=3)[NH:10][CH:9]=2)[CH2:6][CH2:5][N:4]([CH3:20])[CH2:3]1 |f:1.2|. Reported procedure: A solution of compound 135 (0.09 g, 0.324 mmol) in dry methanol (3 mL) was treated with hydrazine hydrate (0.1 mL, 3.245 mmol) followed by Ra—Ni (˜0.05 g at room temperature. The reaction was placed in a pre-heated oil bath and refluxed for 5 min. The reaction was brought to room temperature, filtered through celite bed and washed with methanol (2 10 mL). The combined methanol layer was evaporated and crude was purified by column chromatography (2 M NH3 in methanol: CH2Cl2, 5:95) to obtain compo... Reaction SMILES: [CH3:1][N:2]1CCN(C2C=CC3C(C=2)=CC=C2C=3OC(C(NC3C=CC(N4CCOCC4)=CC=3)=O)=CC2=O)CC1.C(O[C:41]1[CH:46]=[C:45]([N:47]2[CH2:52][CH2:51][O:50][CH2:49][CH2:48]2)[C:44](OCC)=[CH:43][C:42]=1[NH:56][C:57]([C:59]1[O:60][C:61]2[C:66]([C:67](=[O:69])[CH:68]=1)=[CH:65][CH:64]=[CH:63][C:62]=2[N:70]1[CH2:75][CH2:74][N:73]([CH3:76])[CH2:72][CH2:71]1)=[O:58])C>>[C:1]([C:44]1[CH:43]=[C:42]([NH:56][C:57]([C:59]2[O:60][C:61]3[C:66]([C:67](=[O:69])[CH:68]=2)=[CH:65][CH:64]=[CH:63][C:62]=3[N:70]2[CH2:75][CH2:74][N:73]([CH3:76])[CH2:72][CH2:71]2)=[O:58])[CH:41]=[CH:46][C:45]=1[N:47]1[CH2:48][CH2:49][O:50][CH2:51][CH2:52]1)#[N:2]. Yields the product C(#N)C=1C=C(C=CC1N1CCOCC1)NC(=O)C=1OC2=C(C=CC=C2C(C1)=O)N1CCN(CC1)C (8-(4-Methyl-piperazin-1-yl)-4-oxo-4H-chromene-2-carboxylic acid (3-cyano-4-morpholin-4-yl-phenyl)-amide). Starting materials: CN1CCN(CC1)C=1C=CC=2C(=CC=C3C(C=C(OC23)C(=O)NC2=CC=C(C=C2)N2CCOCC2)=O)C1 (8-(4-methyl-1-piperazinyl)-N-[4-(4-morpholinyl)phenyl]-4-oxo-4H-benzochromene-2-carboxamide), C(C)OC1=C(C=C(C(=C1)N1CCOCC1)OCC)NC(=O)C=1OC2=C(C=CC=C2C(C1)=O)N1CCN(CC1)C (8-(4-Methyl-piperazin-1-yl)-4-oxo-4H-chromene-2-carboxylic acid (2,5-diethoxy-4-morpholin-4-yl-phenyl)-amide). Reported procedure: This compound was prepared from 8-(4-Methyl-piperazin-1-yl)-4-oxo-4H-chromene-2-carboxylic acid hydrochloride (Reference Example 1) and 5-amino-2-morpholin-4-yl-benzonitrile (Reference Example 15) as prepared in Example 12, yielding a yellow solid. (120 mg=82%), LCMS−m/z=474.5. The reactants are CC[O-].[Na+] (sodium ethylate), ClC1=NC(=NC(=C1)CC1=C(C=C(C=C1)Cl)Cl)C1=NC=2CCCCC2C=C1 (4-chloro-6-(2,4-dichlorobenzyl)-2-(5,6,7,8-tetrahydroquinolin-2-yl)-pyrimidine). Solvent: C(C)O (ethanol), C(C)O (ethanol). Conditions: temperature 25 celsius, time 16 hour. Product: ClC1=C(CC2=CC(=NC(=N2)C2=NC=3CCCCC3C=C2)OCC)C=CC(=C1)Cl (6-(2,4-Dichlorobenzyl)-4-ethoxy-2-(5,6,7,8-tetrahydroquinolin-2-yl)-pyrimidine). Yield: 85.0%. As a reaction SMILES: [CH3:1][CH2:2][O-:3].[Na+].Cl[C:6]1[CH:11]=[C:10]([CH2:12][C:13]2[CH:18]=[CH:17][C:16]([Cl:19])=[CH:15][C:14]=2[Cl:20])[N:9]=[C:8]([C:21]2[CH:30]=[CH:29][C:28]3[CH2:27][CH2:26][CH2:25][CH2:24][C:23]=3[N:22]=2)[N:7]=1>C(O)C>[Cl:20][C:14]1[CH:15]=[C:16]([Cl:19])[CH:17]=[CH:18][C:13]=1[CH2:12][C:10]1[N:9]=[C:8]([C:21]2[CH:30]=[CH:29][C:28]3[CH2:27][CH2:26][CH2:25][CH2:24][C:23]=3[N:22]=2)[N:7]=[C:6]([O:3][CH2:2][CH3:1])[CH:11]=1 |f:0.1|. Procedure: 1.95 g (0.006 mol) of a 21% strength solution of sodium ethylate in ethanol were added dropwise to the solution of 2.0 g (0.005 mol) of 4-chloro-6-(2,4-dichlorobenzyl)-2-(5,6,7,8-tetrahydroquinolin-2-yl)-pyrimidine in 50 ml of absolute ethanol. The mixture was stirred for 16 hours at 25° C., and the solvent was distilled off in vacuo. The residue was dissolved in water, the solution was extracted three times using dichloromethane, and the organic phase was dried (MgSO4) and concentrated. Drying ...